The task is: describe an organic reaction: reactants, conditions, products, and yield. This data is from the Open Reaction Database (ORD), a public repository of structured organic reaction records. Starting materials: BrC1=CC=C(OC2CCNCC2)C=C1 (4-(4-Bromo-phenoxy)-piperidine), C(=O)([O-])[O-].[Na+].[Na+] (Na2CO3), O(C(=O)OC(C)(C)C)C(=O)OC(C)(C)C ((BOC)2O). Solvent: O1CCOCC1 (dioxane), O (water). Run at time 48 hour. The product is C(C)(C)(C)OC(=O)N1CCC(CC1)OC1=CC=C(C=C1)Br (4-(4-Bromo-phenoxy)-piperidine-1-carboxylic acid tert-butyl ester). Yield: 86.4%. Reaction SMILES: [Br:1][C:2]1[CH:14]=[CH:13][C:5]([O:6][CH:7]2[CH2:12][CH2:11][NH:10][CH2:9][CH2:8]2)=[CH:4][CH:3]=1.C([O-])([O-])=O.[Na+].[Na+].[O:21](C(OC(C)(C)C)=O)[C:22]([O:24][C:25]([CH3:28])([CH3:27])[CH3:26])=O>O1CCOCC1.O>[C:25]([O:24][C:22]([N:10]1[CH2:9][CH2:8][CH:7]([O:6][C:5]2[CH:13]=[CH:14][C:2]([Br:1])=[CH:3][CH:4]=2)[CH2:12][CH2:11]1)=[O:21])([CH3:28])([CH3:27])[CH3:26] |f:1.2.3|. Procedure details: To a solution of 4-(4-Bromo-phenoxy)-piperidine (1 g, 3.9 mmol) in dioxane (20 ml), water (20 ml) added Na2CO3 (1.6 g, 18.9 mmol) and (BOC)2O (1.3 g, 5.9 mmol). Reaction stirred at ambient for 48 hours, solvent was removed under reduced pressure and residue partitioned between EtOAc and water the layers were separated. The organic layer was washed with brine, dried (MgSO4), and concentrated under reduced pressure to give (1.2 g) of product. Reactants: CC1=CC=C(C2=C1OCC21CC1)OC1=CC=C(C=N1)N (6-(7-methylspiro[2H-benzofuran-3,1′-cyclopropane]-4-yl)oxypyridin-3-amine), CC1=CC=C(C2=C1OCC21CC1)OC1=CC=C(C=N1)N (6-(7-methylspiro[2H-benzofuran-3,1′-cyclopropane]-4-yl)oxypyridin-3-amine), Cl.NC(C(=O)OC)(C)C (Methyl 2-amino-2-methylpropanoate hydrochloride), ClC(Cl)(OC(OC(Cl)(Cl)Cl)=O)Cl (triphosgene), CCN(C(C)C)C(C)C (DIPEA). Solvent: C(Cl)Cl (DCM), C(Cl)Cl (DCM), C(Cl)Cl (DCM). Reaction conditions: time 15 minute. Yields the product CC1(C(N(C(N1)=O)C=1C=NC(=CC1)OC1=CC=C(C2=C1C1(CC1)CO2)C)=O)C (5,5-dimethyl-3-[6-(7-methylspiro[2H-benzofuran-3,1′-cyclopropane]-4-yl)oxy-3-pyridyl]imidazolidine-2,4-dione). As a reaction SMILES: Cl[C:2](Cl)([O:4]C(=O)OC(Cl)(Cl)Cl)Cl.CCN(C(C)C)C(C)C.[CH3:22][C:23]1[C:28]2[O:29][CH2:30][C:31]3([CH2:33][CH2:32]3)[C:27]=2[C:26]([O:34][C:35]2[N:40]=[CH:39][C:38]([NH2:41])=[CH:37][CH:36]=2)=[CH:25][CH:24]=1.Cl.[NH2:43][C:44]([CH3:50])([CH3:49])[C:45](OC)=[O:46]>C(Cl)Cl>[CH3:50][C:44]1([CH3:49])[NH:43][C:2](=[O:4])[N:41]([C:38]2[CH:39]=[N:40][C:35]([O:34][C:26]3[C:27]4[C:31]5([CH2:30][O:29][C:28]=4[C:23]([CH3:22])=[CH:24][CH:25]=3)[CH2:33][CH2:32]5)=[CH:36][CH:37]=2)[C:45]1=[O:46] |f:3.4|. Procedure: To a solution of triphosgene (30 mg, 0.1 mmol) in dry DCM (1 ml) at CPC, under nitrogen atmosphere, DIPEA (0.175 ml, 1.0 mmol) was added followed by the addition (slowly added) of a solution of 6-(7-methylspiro[2H-benzofuran-3,1′-cyclopropane]-4-yl)oxypyridin-3-amine (Intermediate 158, 27 mg, 0.1 mmol) in dry DCM (2 ml) and the reaction mixture was stirred for 15 minutes at the same temperature. After that a solution of Methyl 2-amino-2-methylpropanoate hydrochloride (30 mg, 0.2 mmol) in dry DCM...